From a dataset of the Open Reaction Database (ORD), a public repository of structured organic reaction records. describe an organic reaction: reactants, conditions, products, and yield Starting materials: CI (Methyl iodide), O (water), OC(CCN1C=NC=C1)C1=CC2=CC=CC=C2C=C1 (1-[3-hydroxy-3-(2-naphthyl)-n-propyl]imidazole), [H-].[Na+] (sodium hydride). The solvent is CN(P(=O)(N(C)C)N(C)C)C (hexamethylphosphoramide), CN(P(=O)(N(C)C)N(C)C)C (hexamethylphosphoramide), ClCCl (dichloromethane), CO (methanol). Run at temperature 50 celsius, time 1 hour. Product: COC(CCN1C=NC=C1)C1=CC2=CC=CC=C2C=C1 (1-[3-methoxy-3-(2-naphthyl)-n-propyl]imidazole). Reaction SMILES: [OH:1][CH:2]([C:10]1[CH:19]=[CH:18][C:17]2[C:12](=[CH:13][CH:14]=[CH:15][CH:16]=2)[CH:11]=1)[CH2:3][CH2:4][N:5]1[CH:9]=[CH:8][N:7]=[CH:6]1.[H-].[Na+].[CH3:22]I.O>CN(C)P(N(C)C)(N(C)C)=O.ClCCl.CO>[CH3:22][O:1][CH:2]([C:10]1[CH:19]=[CH:18][C:17]2[C:12](=[CH:13][CH:14]=[CH:15][CH:16]=2)[CH:11]=1)[CH2:3][CH2:4][N:5]1[CH:9]=[CH:8][N:7]=[CH:6]1 |f:1.2|. Procedure details: A solution of 1.2 g of 1-[3-hydroxy-3-(2-naphthyl)-n-propyl]imidazole in 20 ml of dry hexamethylphosphoramide is treated between 5°-10° C. with stirring under nitrogen with 0.24 g of a 50% dispersion of sodium hydride in mineral oil. The mixture is stirred one hour at 10° C., one hour at 50° C., and then cooled in ice. Methyl iodide (0.8 g.) in 2 ml of hexamethylphosphoramide is added with stirring maintaining the temperature below 10° C. and the mixture stirred at 5° C. for 1 hour and overnight... Reactants: ClC1=C(C(=O)O)C=CC(=C1F)S(=O)(=O)C (2-chloro-3-fluoro-4-methylsulfonylbenzoic acid), N1N=CC=C1 (Pyrazole), oil, [H-].[Na+] (sodium hydride). Run in CN(C=O)C (dimethylformamide). Reaction conditions: temperature 50 celsius, time 8 hour. Yields the product ClC1=C(C(=O)O)C=CC(=C1N1N=CC=C1)S(=O)(=O)C (2-Chloro-4-methylsulfonyl-3-(pyrazol-1-yl)benzoic Acid). RXN SMILES: [NH:1]1[CH:5]=[CH:4][CH:3]=[N:2]1.[H-].[Na+].[Cl:8][C:9]1[C:17](F)=[C:16]([S:19]([CH3:22])(=[O:21])=[O:20])[CH:15]=[CH:14][C:10]=1[C:11]([OH:13])=[O:12]>CN(C)C=O>[Cl:8][C:9]1[C:17]([N:1]2[CH:5]=[CH:4][CH:3]=[N:2]2)=[C:16]([S:19]([CH3:22])(=[O:21])=[O:20])[CH:15]=[CH:14][C:10]=1[C:11]([OH:13])=[O:12] |f:1.2|. Procedure: Pyrazole (210 mg, 3.09 mmol) was added to 190 mg (4.75 mmol) of 60 percent oil dispersed sodium hydride suspended in 7 mL of dry dimethylformamide. After the gas evolution had subsided, 500 mg (1.98 mmol) of 2-chloro-3-fluoro-4-methylsulfonylbenzoic acid was added and the mixture was stirred at 50° C. overnight. The mixture was then concentrated by evaporation under reduced pressure and the residue was partitioned between ethyl acetate and 1N aqueous hydrochloric acid. The aqueous phase was extr... Starting materials: CCO, Cl, [Na+], [OH-], O, CCOC(=O)c1ccc(-c2ccncc2)cc1. The product is O=C(O)c1ccc(-c2ccncc2)cc1. Reaction SMILES: [CH3:20][CH2:21][OH:22].[ClH:23].[Na+:19].[OH-:18].[OH2:24].[n:1]1[cH:2][cH:3][c:4](-[c:7]2[cH:8][cH:9][c:10]([C:11](=[O:12])[O:13][CH2:14][CH3:15])[cH:16][cH:17]2)[cH:5][cH:6]1>>[n:1]1[cH:2][cH:3][c:4](-[c:7]2[cH:8][cH:9][c:10]([C:11](=[O:12])[OH:13])[cH:16][cH:17]2)[cH:5][cH:6]1. Starting materials: CC(C)(C)N1C(=O)C(Cl)=C(c2ccccc2)S1(=O)=O, CC#N, NCCc1ccccc1. Yields the product CC(C)(C)N1C(=O)C(NCCc2ccccc2)=C(c2ccccc2)S1(=O)=O. As a reaction SMILES: [C:1]([CH3:2])([CH3:3])([CH3:4])[N:5]1[S:6](=[O:18])(=[O:19])[C:7]([c:12]2[cH:13][cH:14][cH:15][cH:16][cH:17]2)=[C:8]([Cl:11])[C:9]1=[O:10].[CH3:29][C:30]#[N:31].[c:20]1([CH2:26][CH2:27][NH2:28])[cH:21][cH:22][cH:23][cH:24][cH:25]1>>[C:1]([CH3:2])([CH3:3])([CH3:4])[N:5]1[S:6](=[O:18])(=[O:19])[C:7]([c:12]2[cH:13][cH:14][cH:15][cH:16][cH:17]2)=[C:8]([NH:28][CH2:27][CH2:26][c:20]2[cH:21][cH:22][cH:23][cH:24][cH:25]2)[C:9]1=[O:10]. The reactants are CN1CCOCC1 (N-methylmorpholine), C(C)(C)(C)OC(=O)NC(C(=O)O)C(=O)O (t-butoxycarbonylaminomalonic acid), [Cl-].[Na+] (sodium chloride), O.ON1N=NC2=C1C=CC=C2 (1-hydroxybenztriazole hydrate), 1.2, C(CC1=CC=CC=C1)N (phenethylamine), Cl.C(C)N=C=NCCCN(C)C (1-ethyl-3-(3-(dimethylamino)propyl)carbodiimide hydrochloric acid salt). Solvent: C(C)(=O)OCC.CCCCCC (ethyl acetate hexane), C(C)(=O)OCC (ethyl acetate), O1CCCC1 (tetrahydrofuran). Run at time 18 hour. Yields the product C(CC1=CC=CC=C1)NC(C(C(=O)NCCC1=CC=CC=C1)NC(=O)OC(C)(C)C)=O (N,N′-diphenethyl-2-(t-butoxycarbonylamino)malonamide). The yield is 84.0%. Reaction SMILES: [C:1]([O:5][C:6]([NH:8][CH:9]([C:13]([OH:15])=O)[C:10]([OH:12])=O)=[O:7])([CH3:4])([CH3:3])[CH3:2].[Cl-].[Na+].[CH2:18]([NH2:26])[CH2:19][C:20]1[CH:25]=[CH:24][CH:23]=[CH:22][CH:21]=1.C[N:28]1[CH2:33][CH2:32]OCC1.Cl.C(N=C=NCCCN(C)C)C.O.ON1[C:52]2[CH:53]=[CH:54][CH:55]=[CH:56][C:51]=2N=N1>C(OCC)(=O)C.C(OCC)(=O)C.CCCCCC.O1CCCC1>[CH2:18]([NH:26][C:13](=[O:15])[CH:9]([NH:8][C:6]([O:5][C:1]([CH3:2])([CH3:3])[CH3:4])=[O:7])[C:10]([NH:28][CH2:33][CH2:32][C:51]1[CH:56]=[CH:55][CH:54]=[CH:53][CH:52]=1)=[O:12])[CH2:19][C:20]1[CH:25]=[CH:24][CH:23]=[CH:22][CH:21]=1 |f:1.2,5.6,7.8,10.11|. Procedure: Combine a mixture of t-butoxycarbonylaminomalonic acid and sodium chloride from Preparation 1.2 (5.0 g, 13.7 mmol), phenethylamine (4.32 mL, 34.3 mmol), and tetrahydrofuran (25 mL). Cool in an ice bath. Remove the ice bath. Add N-methylmorpholine (3.8 mL, 34.3 mmol), 1-ethyl-3-(3-(dimethylamino)propyl)carbodiimide hydrochloric acid salt (6.58 g, 34.3 mmol), and 1-hydroxybenztriazole hydrate (4.63 g, 34.3 mmol). Allow to warm to ambient temperature. After 18 hours, dilute the reaction mixture wit... Isolated yield 54.6%. The product is NC1C(NC2=CC(=CC=C2C1)Cl)=O (3-Amino-7-chloro-3,4-dihydroquinolin-2(1H)-one). Procedure details: To a solution of 152A (1.0 g, 4.1 mmol) in 50% aqueous EtOH (40 mL), 10% Pt/C (100 mg) was added under argon and the mixture was hydrogenated at 35 psi for 1 h. The reaction mixture was filtered via a pad of celite and the filtrate was concentrated. The residue was dissolved in cone. HC (10 mL) and stirred at RT for 6 h. The mixture was then concentrated and dissolved in 100 mL of saturated aqueous sodium bicarbonate. The white solid was filtered and dried to afford 0.44 g of 152B. Reaction conditions: time 1 hour. RXN SMILES: [NH2:1][CH:2]([CH2:6][C:7]1[CH:12]=[CH:11][C:10]([Cl:13])=[CH:9][C:8]=1[N+:14]([O-])=O)[C:3](O)=[O:4]>CCO.[Pt]>[NH2:1][CH:2]1[CH2:6][C:7]2[C:8](=[CH:9][C:10]([Cl:13])=[CH:11][CH:12]=2)[NH:14][C:3]1=[O:4]. Reagents/catalysts: [Pt] (Pt/C). Run in CCO (EtOH). The reactants are NC(C(=O)O)CC1=C(C=C(C=C1)Cl)[N+](=O)[O-] (2-Amino-3-(4-chloro-2-nitrophenyl)propanoic acid). The reactants are red phosphorous, I (HI), C1=CC=CC=2C3=CC=CC=C3CC12 (Fluorene), Difluoro-2-acetamidofluorenes, C1=CC=CC=2C3=CC=CC=C3CC12 (Fluorene), Fluorofluorenes, FC1=CC(=CC=2C(C3=CC(=CC=C3C12)F)=O)N (4,7-difluoro-9-oxo-2-fluorenamine). Solvent: C(C)(=O)O (acetic acid). The product is FC1=CC(=CC=2CC3=CC(=CC=C3C12)F)N (4,7-difluoro-2-fluorenamine). Isolated yield 85.2%. As a reaction SMILES: C1C2CC3C(=CC=CC=3)C=2C=CC=1.[F:14][C:15]1[C:27]2[C:26]3[C:21](=[CH:22][C:23]([F:28])=[CH:24][CH:25]=3)[C:20](=O)[C:19]=2[CH:18]=[C:17]([NH2:30])[CH:16]=1.I>C(O)(=O)C>[F:14][C:15]1[C:27]2[C:26]3[C:21](=[CH:22][C:23]([F:28])=[CH:24][CH:25]=3)[CH2:20][C:19]=2[CH:18]=[C:17]([NH2:30])[CH:16]=1. Procedure: (Namkung, M. J.; Fletcher, T. L.; Wetzel, W. H. Derivatives of Fluorene. XX. Fluorofluorenes. V. New Difluoro-2-acetamidofluorenes for the Study of Carcinogenic Mechanisms. J. Med. Chem. 1965, 8, 551-554, the disclosure of which is herein incorporated by reference). To a 25 mL round-bottomed flask containing 4,7-difluoro-9-oxo-2-fluorenamine (EXAMPLE 32) (158.5 mg, 0.686 mmol) in 4.25 mL glacial acetic acid was added red phosphorous (425 mg, 13.7 mmol, 20 equiv) and 57% aqueous HI (0.51 mL). The... Reactants: C(C)(C)OC1=C(NC(C(F)(F)F)=O)C(=CC=C1OC)C#CC (2-isopropoxy-3-methoxy-6-(prop-1-ynyl)-N-trifluoroacetylaniline), COC=1C=C(C=C(C1OC)OC)I (3,4,5-trimethoxyphenyl iodide), Cl2Pd(PPh3)2, C(=O)([O-])[O-].[K+].[K+] (K2CO3). Reaction conditions: time 8 hour. The product is C(C)(C)OC=1C(=CC=C2C(=C(NC12)C)C(C1=CC(=C(C(=C1)OC)OC)OC)=O)OC (7-isopropoxy-6-methoxyl-2-methyl-3-(3,4,5-trimethoxybenzoyl)-1H-indole). Isolated yield 64.0%. As a reaction SMILES: [CH:1]([O:4][C:5]1[C:17]([O:18][CH3:19])=[CH:16][CH:15]=[C:14]([C:20]#[C:21][CH3:22])[C:6]=1[NH:7][C:8](=O)[C:9](F)(F)F)([CH3:3])[CH3:2].[CH3:23][O:24][C:25]1[CH:26]=C(I)[CH:28]=[C:29]([O:33][CH3:34])[C:30]=1[O:31][CH3:32].C([O-])([O-])=[O:37].[K+].[K+]>>[CH:1]([O:4][C:5]1[C:17]([O:18][CH3:19])=[CH:16][CH:15]=[C:14]2[C:6]=1[NH:7][C:8]([CH3:9])=[C:20]2[C:21](=[O:37])[C:22]1[CH:26]=[C:25]([O:24][CH3:23])[C:30]([O:31][CH3:32])=[C:29]([O:33][CH3:34])[CH:28]=1)([CH3:3])[CH3:2] |f:2.3.4|. Reported procedure: A mixture of the product of Step C (0.171 g; 0.54 mmol), 3,4,5-trimethoxyphenyl iodide (0.191 g; 0.65 mmol), Cl2Pd(PPh3)2 (0.044 g; 0.063 mmol); dry K2CO3 (0.23 g; 1.62 mmol in anhydrous DMF (5 ml) was degassed under reduced pressure and saturated with CO gas. The resulting mixture was vigorously stirred overnight at room temperature under CO balloon, then diluted to 50 ml with ethyl acetate and washed with water (3×15 ml), brine and dried over anhydrous MgSO4, filtered off and filtrate evaporat...